Dataset: the Open Reaction Database (ORD), a public repository of structured organic reaction records. Task: describe an organic reaction: reactants, conditions, products, and yield The reactants are C(CC)C=1N(C2=C(C=NC=3C=CC=CC23)N1)CCCCCCCCCCCC(=O)OCC (ethyl 12-(2-propyl-1H-imidazo[4,5-c]quinolin-1-yl)dodecanoate), C1CCOC1 (THF), CN (methylamine), solution. Run in O (water). Reaction conditions: temperature 80 celsius. The product is CNC(CCCCCCCCCCCN1C(=NC=2C=NC=3C=CC=CC3C21)CCC)=O (N-methyl-12-(2-propyl-1H-imidazo[4,5-c]quinolin-1-yl)dodecanamide). RXN SMILES: [CH2:1]([C:4]1[N:5]([CH2:17][CH2:18][CH2:19][CH2:20][CH2:21][CH2:22][CH2:23][CH2:24][CH2:25][CH2:26][CH2:27][C:28](OCC)=[O:29])[C:6]2[C:15]3[CH:14]=[CH:13][CH:12]=[CH:11][C:10]=3[N:9]=[CH:8][C:7]=2[N:16]=1)[CH2:2][CH3:3].C1COCC1.[CH3:38][NH2:39]>O>[CH3:38][NH:39][C:28](=[O:29])[CH2:27][CH2:26][CH2:25][CH2:24][CH2:23][CH2:22][CH2:21][CH2:20][CH2:19][CH2:18][CH2:17][N:5]1[C:6]2[C:15]3[CH:14]=[CH:13][CH:12]=[CH:11][C:10]=3[N:9]=[CH:8][C:7]=2[N:16]=[C:4]1[CH2:1][CH2:2][CH3:3]. Procedure details: A mixture of ethyl 12-(2-propyl-1H-imidazo[4,5-c]quinolin-1-yl)dodecanoate (4.0 g, 9.1 mmol), THF (5 mL), and methylamine (available as a 40% solution in water, 8 mL) was sealed in a high-pressure vessel and heated at 80° C. overnight. The solvent was removed under reduced pressure, and the residue was dissolved in dichloromethane. The resulting solution was washed sequentially with saturated aqueous sodium bicarbonate and brine, dried over magnesium sulfate, filtered, and concentrated under red...